This data is from the Open Reaction Database (ORD), a public repository of structured organic reaction records. The task is: describe an organic reaction: reactants, conditions, products, and yield Reactants: CC1(C)C(=O)NC(=O)c2ccccc21, CN(C)C=O, CSCCCl. Yields the product CSCCN1C(=O)c2ccccc2C(C)(C)C1=O. Reaction SMILES: [CH3:1][C:2]1([CH3:14])[C:3](=[O:13])[NH:4][C:5](=[O:12])[c:6]2[cH:7][cH:8][cH:9][cH:10][c:11]21.[CH3:20][N:21]([CH3:22])[CH:23]=[O:24].[Cl:15][CH2:16][CH2:17][S:18][CH3:19]>>[CH3:1][C:2]1([CH3:14])[C:3](=[O:13])[N:4]([CH2:16][CH2:17][S:18][CH3:19])[C:5](=[O:12])[c:6]2[cH:7][cH:8][cH:9][cH:10][c:11]21. The reactants are IC1=NN(C=C1C1=NC(=NC=C1)NC[C@H](C)O)C(C)C ((2S)-1-(4-(3-iodo-1-isopropyl-1H-pyrazol-4-yl)pyrimidin-2-ylamino)propan-2-ol), CC1=C(C=2C(=NC=C(C2)B2OC(C(O2)(C)C)(C)C)N1)C (2,3-dimethyl-5-(4,4,5,5-tetramethyl-1,3,2-dioxaborolan-2-yl)-1H-pyrrolo[2,3-b]pyridine), C(=O)([O-])[O-].[Na+].[Na+] (Na2CO3). Reagents/catalysts: C=1C=CC(=CC1)[P](C=2C=CC=CC2)(C=3C=CC=CC3)[Pd]([P](C=4C=CC=CC4)(C=5C=CC=CC5)C=6C=CC=CC6)([P](C=7C=CC=CC7)(C=8C=CC=CC8)C=9C=CC=CC9)[P](C=1C=CC=CC1)(C=1C=CC=CC1)C=1C=CC=CC1 (Pd(PPh3)4). Run in C1(=CC=CC=C1)C (toluene), CCO (EtOH). Reaction conditions: temperature 85 celsius, time 8 hour. Product: CC1=C(C=2C(=NC=C(C2)C2=NN(C=C2C2=NC(=NC=C2)NC[C@H](C)O)C(C)C)N1)C ((2S)-1-(4-(3-(2,3-dimethyl-1H-pyrrolo[2,3-b]pyridin-5-yl)-1-isopropyl-1H-pyrazol-4-yl)pyrimidin-2-ylamino)propan-2-ol). Yield: 23.6%. Reaction SMILES: I[C:2]1[C:6]([C:7]2[CH:12]=[CH:11][N:10]=[C:9]([NH:13][CH2:14][C@@H:15]([OH:17])[CH3:16])[N:8]=2)=[CH:5][N:4]([CH:18]([CH3:20])[CH3:19])[N:3]=1.[CH3:21][C:22]1[NH:39][C:25]2=[N:26][CH:27]=[C:28](B3OC(C)(C)C(C)(C)O3)[CH:29]=[C:24]2[C:23]=1[CH3:40].C([O-])([O-])=O.[Na+].[Na+]>C1(C)C=CC=CC=1.CCO.C1C=CC([P]([Pd]([P](C2C=CC=CC=2)(C2C=CC=CC=2)C2C=CC=CC=2)([P](C2C=CC=CC=2)(C2C=CC=CC=2)C2C=CC=CC=2)[P](C2C=CC=CC=2)(C2C=CC=CC=2)C2C=CC=CC=2)(C2C=CC=CC=2)C2C=CC=CC=2)=CC=1>[CH3:21][C:22]1[NH:39][C:25]2=[N:26][CH:27]=[C:28]([C:2]3[C:6]([C:7]4[CH:12]=[CH:11][N:10]=[C:9]([NH:13][CH2:14][C@@H:15]([OH:17])[CH3:16])[N:8]=4)=[CH:5][N:4]([CH:18]([CH3:20])[CH3:19])[N:3]=3)[CH:29]=[C:24]2[C:23]=1[CH3:40] |f:2.3.4,^1:60,62,81,100|. Procedure: To a solution of (2S)-1-(4-(3-iodo-1-isopropyl-1H-pyrazol-4-yl)pyrimidin-2-ylamino)propan-2-ol (B-1-3) (0.34 g, 0.885 mmol) in toluene (30 mL) and EtOH (10 mL) were added 2,3-dimethyl-5-(4,4,5,5-tetramethyl-1,3,2-dioxaborolan-2-yl)-1H-pyrrolo[2,3-b]pyridine (B-6-5) (0.7 g, 1.77 mmol in theory) and 2 N aq. Na2CO3 (1.3 mL). The resulting mixture was degassed under N2 for 2 minutes. Then Pd(PPh3)4 (68 mg, 0.058 mmol) was added and the mixture was degassed again. The reaction was heated to 80-90° C.... Reactants: ClC1=C(C#N)C=C(C(=N1)Cl)F (2,6-Dichloro-5-fluoronicotinonitrile), [K] (potassium), CC1=CC=C(C=C1)S (p-thiocresol), CC1=CC=C(C=C1)S (p-thiocresol), [OH-].[K+] (potassium hydroxide). Solvent: C(C)O (ethanol). The product is ClC1=C(C#N)C=C(C(=N1)SC1=CC=C(C=C1)C)F (2-chloro-6-(p-tolylthio)-5-fluoronicotinonitrile). RXN SMILES: [Cl:1][C:2]1[N:9]=[C:8](Cl)[C:7]([F:11])=[CH:6][C:3]=1[C:4]#[N:5].[K].[CH3:13][C:14]1[CH:19]=[CH:18][C:17]([SH:20])=[CH:16][CH:15]=1.[OH-].[K+]>C(O)C>[Cl:1][C:2]1[N:9]=[C:8]([S:20][C:17]2[CH:18]=[CH:19][C:14]([CH3:13])=[CH:15][CH:16]=2)[C:7]([F:11])=[CH:6][C:3]=1[C:4]#[N:5] |f:3.4,^1:11|. Reported procedure: 2,6-Dichloro-5-fluoronicotinonitrile (32.5 g) in ethanol (400 ml) was treated at room temperature with potassium salt of p-thiocresol, prepared from p-thiocresol (23.2 g) and potassium hydroxide (12.2 g), to give 2-chloro-6-(p-tolylthio)-5-fluoronicotinonitrile (42.4 g), m.p. 124°-125° C.